Task: describe an organic reaction: reactants, conditions, products, and yield. Dataset: the Open Reaction Database (ORD), a public repository of structured organic reaction records The reactants are CC(C)(C)OC(=O)N1CCNCC1, CN1CCCC1=O, CCOC(C)=O, CC1OCc2ncnc(Cl)c21, O. Product: CC1OCc2ncnc(N3CCN(C(=O)OC(C)(C)C)CC3)c21. As a reaction SMILES: [C:12](=[O:13])([O:14][C:15]([CH3:16])([CH3:17])[CH3:18])[N:19]1[CH2:20][CH2:21][NH:22][CH2:23][CH2:24]1.[CH3:25][N:26]1[CH2:27][CH2:28][CH2:29][C:30]1=[O:31].[CH3:33][CH2:34][O:35][C:36]([CH3:37])=[O:38].[Cl:1][c:2]1[c:3]2[c:4]([n:5][cH:6][n:7]1)[CH2:8][O:9][CH:10]2[CH3:11].[OH2:32]>>[c:2]1([N:22]2[CH2:21][CH2:20][N:19]([C:12](=[O:13])[O:14][C:15]([CH3:16])([CH3:17])[CH3:18])[CH2:24][CH2:23]2)[c:3]2[c:4]([n:5][cH:6][n:7]1)[CH2:8][O:9][CH:10]2[CH3:11].